From a dataset of the Open Reaction Database (ORD), a public repository of structured organic reaction records. describe an organic reaction: reactants, conditions, products, and yield The reactants are C[C@@H]1N(CCN(C1)CC1=CC=C(C=C1)[N+](=O)[O-])C(=O)OC(C)(C)C (1,1-Dimethylethyl (2S)-2-methyl-4-[(4-nitrophenyl)methyl]-1-piperazinecarboxylate), [OH-].[K+] (KOH). Reagents/catalysts: [Pd] (Pd/C). The solvent is CO (MeOH). Conditions: time 40 minute. Product: NC1=CC=C(C=C1)CN1C[C@@H](N(CC1)C(=O)OC(C)(C)C)C (1,1-Dimethylethyl (2S)-4-[(4-aminophenyl)methyl]-2-methyl-1-piperazinecarboxylate). Isolated yield 98.4%. As a reaction SMILES: [CH3:1][C@H:2]1[CH2:7][N:6]([CH2:8][C:9]2[CH:14]=[CH:13][C:12]([N+:15]([O-])=O)=[CH:11][CH:10]=2)[CH2:5][CH2:4][N:3]1[C:18]([O:20][C:21]([CH3:24])([CH3:23])[CH3:22])=[O:19].[OH-].[K+]>CO.[Pd]>[NH2:15][C:12]1[CH:13]=[CH:14][C:9]([CH2:8][N:6]2[CH2:5][CH2:4][N:3]([C:18]([O:20][C:21]([CH3:24])([CH3:23])[CH3:22])=[O:19])[C@@H:2]([CH3:1])[CH2:7]2)=[CH:10][CH:11]=1 |f:1.2|. Procedure: To 1,1-dimethylethyl (2S)-2-methyl-4-[(4-nitrophenyl)methyl]-1-piperazinecarboxylate (D1) (4.62 g, 13.78 mmol) and KOH (7.79 g, 138.8 mmol) in MeOH (100 mL) was added wet (50% w/w water) 10% Pd/C catalyst (4 g) and the mixture was hydrogenated at room temperature and atmospheric pressure for 40 mins. The catalyst was removed by filtration and the filtrate concentrated in vacuo. The residue was partitioned between DCM and water and aqueous layer was further extracted with DCM (×2). The combined o... The reactants are OC[C@H](NC(=O)[C@@H]1[C@H](C1)C=1SC=CC1)C1=C(C=C(C=C1)OS(=O)(=O)C(F)(F)F)OC (trifluoro-methanesulfonic acid 4-{(R)-2-hydroxy-1-[((1S,2S)-2-thiophen-2-yl-cyclopropanecarbonyl)amino]-ethyl}-3-methoxy-phenyl ester), C1(=C(C=CC=C1)B(O)O)C (tolylboronic acid), C(=O)([O-])[O-].[Na+].[Na+] (Na2CO3), CCOC(=O)C (EtOAc). The reagents and catalysts are C=1C=CC(=CC1)[P](C=2C=CC=CC2)(C=3C=CC=CC3)[Pd]([P](C=4C=CC=CC4)(C=5C=CC=CC5)C=6C=CC=CC6)([P](C=7C=CC=CC7)(C=8C=CC=CC8)C=9C=CC=CC9)[P](C=1C=CC=CC1)(C=1C=CC=CC1)C=1C=CC=CC1 (Pd(PPh3)4). The solvent is COCCOC.O (DME H2O). Conditions: temperature 80 celsius. Product: OC[C@@H](C1=C(C=C(C=C1)C1=CC=C(C=C1)C)OC)NC(=O)[C@@H]1[C@H](C1)C=1SC=CC1 ((1S,2S)-2-Thiophen-2-yl-cyclopropanecarboxylic acid [(R)-2-hydroxy-1-(3-methoxy-4′-methyl-biphenyl-4-yl)-ethyl]-amide). The yield is 21.3%. RXN SMILES: [OH:1][CH2:2][C@@H:3]([C:15]1[CH:20]=[CH:19][C:18](OS(C(F)(F)F)(=O)=O)=[CH:17][C:16]=1[O:29][CH3:30])[NH:4][C:5]([C@H:7]1[CH2:9][C@@H:8]1[C:10]1[S:11][CH:12]=[CH:13][CH:14]=1)=[O:6].[C:31]1([CH3:40])[CH:36]=[CH:35][CH:34]=[CH:33][C:32]=1B(O)O.C([O-])([O-])=O.[Na+].[Na+].CCOC(C)=O>COCCOC.O.C1C=CC([P]([Pd]([P](C2C=CC=CC=2)(C2C=CC=CC=2)C2C=CC=CC=2)([P](C2C=CC=CC=2)(C2C=CC=CC=2)C2C=CC=CC=2)[P](C2C=CC=CC=2)(C2C=CC=CC=2)C2C=CC=CC=2)(C2C=CC=CC=2)C2C=CC=CC=2)=CC=1>[OH:1][CH2:2][C@H:3]([NH:4][C:5]([C@H:7]1[CH2:9][C@@H:8]1[C:10]1[S:11][CH:12]=[CH:13][CH:14]=1)=[O:6])[C:15]1[CH:20]=[CH:19][C:18]([C:34]2[CH:35]=[CH:36][C:31]([CH3:40])=[CH:32][CH:33]=2)=[CH:17][C:16]=1[O:29][CH3:30] |f:2.3.4,6.7,^1:63,65,84,103|. Procedure: A mixture of trifluoro-methanesulfonic acid 4-{(R)-2-hydroxy-1-[((1S,2S)-2-thiophen-2-yl-cyclopropanecarbonyl)amino]-ethyl}-3-methoxy-phenyl ester (66 mg, 0.142 mmol), tolylboronic acid (38.1 mg, 0.284 mmol), Pd(PPh3)4 (16.4 mg, 0.014 mmol) and Na2CO3 (45.2 mg, 0.426 mmol) in DME/H2O (1.2/0.4 mL) was heated at 80° C. for 3 h. The reaction mixture was passed through a short silica pad (EtOAc) and concentrated. The residue was subjected to preparative HPLC to give the titled compound (12.3 mg). 1H...